This data is from the Open Reaction Database (ORD), a public repository of structured organic reaction records. The task is: describe an organic reaction: reactants, conditions, products, and yield Starting materials: COc1ccc(CN2CCC(c3cc(C)c([N+](=O)[O-])cc3C)CC2=O)cc1, CO. Product: COc1ccc(CN2CCC(c3cc(C)c(N)cc3C)CC2=O)cc1. Reaction SMILES: [CH3:1][c:2]1[c:3]([CH:12]2[CH2:13][C:14](=[O:27])[N:15]([CH2:18][c:19]3[cH:20][cH:21][c:22]([O:25][CH3:26])[cH:23][cH:24]3)[CH2:16][CH2:17]2)[cH:4][c:5]([CH3:11])[c:6]([N+:8]([O-:9])=[O:10])[cH:7]1.[CH3:28][OH:29]>>[CH3:1][c:2]1[c:3]([CH:12]2[CH2:13][C:14](=[O:27])[N:15]([CH2:18][c:19]3[cH:20][cH:21][c:22]([O:25][CH3:26])[cH:23][cH:24]3)[CH2:16][CH2:17]2)[cH:4][c:5]([CH3:11])[c:6]([NH2:8])[cH:7]1.